describe an organic reaction: reactants, conditions, products, and yield From a dataset of the Open Reaction Database (ORD), a public repository of structured organic reaction records. The reactants are Cn1ccc2cc(C(=O)O)cnc21, [Cl-], ClCCl, Nc1ccc(F)nc1F, O, c1ccncc1. Yields the product Cn1ccc2cc(C(=O)Nc3ccc(F)nc3F)cnc21. Reaction SMILES: [CH3:1][n:2]1[cH:3][cH:4][c:5]2[c:6]1[n:7][cH:8][c:9]([C:11](=[O:12])[OH:13])[cH:10]2.[Cl-:14].[Cl:25][CH2:26][Cl:27].[F:15][c:16]1[n:17][c:18]([F:23])[cH:19][cH:20][c:21]1[NH2:22].[OH2:24].[cH:28]1[cH:29][cH:30][n:31][cH:32][cH:33]1>>[CH3:1][n:2]1[cH:3][cH:4][c:5]2[c:6]1[n:7][cH:8][c:9]([C:11](=[O:13])[NH:22][c:21]1[c:16]([F:15])[n:17][c:18]([F:23])[cH:19][cH:20]1)[cH:10]2. Reactants: O=C([O-])[O-], [Cs+], [Cs+], CCI, CN(C)C=O, O, CC(C)(C)OC(=O)Nc1cccc2ccc(O)cc12. Yields the product CCOc1ccc2cccc(NC(=O)OC(C)(C)C)c2c1. As a reaction SMILES: [C:20](=[O:21])([O-:22])[O-:23].[Cs+:24].[Cs+:25].[I:26][CH2:27][CH3:28].[O:30]=[CH:31][N:32]([CH3:33])[CH3:34].[OH2:29].[OH:1][c:2]1[cH:3][cH:4][c:5]2[cH:6][cH:7][cH:8][c:9]([NH:12][C:13]([O:14][C:15]([CH3:16])([CH3:17])[CH3:18])=[O:19])[c:10]2[cH:11]1>>[O:1]([c:2]1[cH:3][cH:4][c:5]2[cH:6][cH:7][cH:8][c:9]([NH:12][C:13]([O:14][C:15]([CH3:16])([CH3:17])[CH3:18])=[O:19])[c:10]2[cH:11]1)[CH2:27][CH3:28]. The reactants are C1(=CC=CC=C1)S(=O)(=O)N1N=C(C(=C1)Br)C=1C=NC=CC1 (3-(1-Phenylsulfonyl-4-bromo-1H-pyrazol-3-yl)-pyridine), C(#CCCCC)C=1C(=NNC1)C=1CN(CCC1)C (3-(4-Hex-1-ynyl-1H-pyrazol-3-yl)-1,2,5,6-tetrahydro-1-methylpyridine), C#CCCCCC (hept-1-yne). Solvent: C(C)OCC (diethyl ether). Product: C(#CCCCCC)C=1C(=NNC1)C=1C=NC=CC1 (3-(4-Hept-1-ynyl-1H-pyrazol-3-yl)-pyridine), C1(=CC=CC=C1)S(=O)(=O)N1N=C(C(=C1)C#CCCCCC)C=1C=NC=CC1 (3-(1-phenylsulfonyl-4-hept-1-ynyl-1H-pyrazol-3-yl)-pyridine). Yield: 90.0%. Reaction SMILES: [C:1]([C:7]1[C:8]([C:12]2[CH2:13][N:14](C)[CH2:15][CH2:16][CH:17]=2)=[N:9][NH:10][CH:11]=1)#[C:2][CH2:3][CH2:4][CH2:5][CH3:6].[CH:19]#[C:20][CH2:21][CH2:22][CH2:23][CH2:24][CH3:25].[C:26]1([S:32]([N:35]2[CH:39]=[C:38](Br)[C:37]([C:41]3[CH:42]=[N:43][CH:44]=[CH:45][CH:46]=3)=[N:36]2)(=[O:34])=[O:33])[CH:31]=[CH:30][CH:29]=[CH:28][CH:27]=1>C(OCC)C>[C:1]([C:7]1[C:8]([C:12]2[CH:13]=[N:14][CH:15]=[CH:16][CH:17]=2)=[N:9][NH:10][CH:11]=1)#[C:2][CH2:3][CH2:4][CH2:5][CH2:6][CH3:19].[C:26]1([S:32]([N:35]2[CH:39]=[C:38]([C:19]#[C:20][CH2:21][CH2:22][CH2:23][CH2:24][CH3:25])[C:37]([C:41]3[CH:42]=[N:43][CH:44]=[CH:45][CH:46]=3)=[N:36]2)(=[O:34])=[O:33])[CH:31]=[CH:30][CH:29]=[CH:28][CH:27]=1. Procedure: Compound 44B was prepared following the procedure as described for the synthesis of compound 44A (see Scheme 9) using hept-1-yne and 3-(1-phenylsulfonyl-4-bromo-1H-pyrazol-3-yl)-pyridine (36A). (flash chromatography with diethyl ether) to afford 3-(1-phenylsulfonyl-4-hept-1-ynyl-1H-pyrazol-3-yl)-pyridine (43B) as an oil (90%). 1H-NMR (400 MHz, CDCl3): δ 9.25 (bs, 1H), 8.6 (bs, 1H), 8.34 (bd, J=8 Hz, 1H), 8.21 (s, 1H), 8.06 (bd, J=8 Hz, 2H), 7.67 (bt, J=7 Hz, 1H), 7.57 (bt, J=7 Hz, 2H), 7.36-7.30... Reactants: ClC=1C=C(C=CC1)[C@H]1C[C@](C(N([C@@H]1C1=CC=C(C=C1)Cl)C(CC)CC)=O)(C)C[C@@H](C(=O)N)O ((S)-3-((3R,5R,6S)-5-(3-chlorophenyl)-6-(4-chlorophenyl)-3-methyl-2-oxo-1-(pentan-3-yl)piperidin-3-yl)-2-hydroxypropanamide), [O-]CC.[Na+] (sodium ethoxide), C(OCC)(OCC)=O (diethyl carbonate). Yields the product ClC=1C=C(C=CC1)[C@H]1C[C@](C(N([C@@H]1C1=CC=C(C=C1)Cl)C(CC)CC)=O)(C)CC1C(NC(O1)=O)=O (5-(((3R,5R,6S)-5-(3-chlorophenyl)-6-(4-chlorophenyl)-3-methyl-2-oxo-1-(pentan-3-yl)piperidin-3-yl)methyl)oxazolidine-2,4-dione). Reported procedure: To a solution of 10.3 mg (0.02 mmol) of (S)-3-((3R,5R,6S)-5-(3-chlorophenyl)-6-(4-chlorophenyl)-3-methyl-2-oxo-1-(pentan-3-yl)piperidin-3-yl)-2-hydroxypropanamide (Example 81, Step D) in MeOH (2.5 mL) was added 0.50 mL (1.22 mmol) of sodium ethoxide (21 wt. % solution in ethanol) and 1.20 mL (9.90 mmol) of diethyl carbonate. The resulting mixture was heated at reflux for 15 min, and then was concentrated under reduced pressure. The residue was partitioned between 0.5 M HCl and EtOAc (3×). The co... Run in CO (MeOH). RXN SMILES: [Cl:1][C:2]1[CH:3]=[C:4]([C@@H:8]2[C@@H:13]([C:14]3[CH:19]=[CH:18][C:17]([Cl:20])=[CH:16][CH:15]=3)[N:12]([CH:21]([CH2:24][CH3:25])[CH2:22][CH3:23])[C:11](=[O:26])[C@:10]([CH2:28][C@H:29]([OH:33])[C:30]([NH2:32])=[O:31])([CH3:27])[CH2:9]2)[CH:5]=[CH:6][CH:7]=1.[O-:34][CH2:35]C.[Na+].C(=O)(OCC)OCC>CO>[Cl:1][C:2]1[CH:3]=[C:4]([C@@H:8]2[C@@H:13]([C:14]3[CH:19]=[CH:18][C:17]([Cl:20])=[CH:16][CH:15]=3)[N:12]([CH:21]([CH2:22][CH3:23])[CH2:24][CH3:25])[C:11](=[O:26])[C@:10]([CH2:28][CH:29]3[O:33][C:35](=[O:34])[NH:32][C:30]3=[O:31])([CH3:27])[CH2:9]2)[CH:5]=[CH:6][CH:7]=1 |f:1.2|. The reactants are C[O-], CO, [Cl-], Cl, Cl, NC1CCN(CCn2c(=O)cnc3ccc(F)cc32)CC1, [NH4+], [Na+]. RXN SMILES: [CH3:24][O-:25].[CH3:29][OH:30].[Cl-:27].[ClH:1].[ClH:2].[NH2:3][CH:4]1[CH2:5][CH2:6][N:7]([CH2:10][CH2:11][n:12]2[c:13](=[O:23])[cH:14][n:15][c:16]3[cH:17][cH:18][c:19]([F:22])[cH:20][c:21]23)[CH2:8][CH2:9]1.[NH4+:28].[Na+:26]>>[NH2:3][CH:4]1[CH2:5][CH2:6][N:7]([CH2:10][CH2:11][n:12]2[c:13](=[O:23])[cH:14][n:15][c:16]3[cH:17][cH:18][c:19]([O:25][CH3:24])[cH:20][c:21]23)[CH2:8][CH2:9]1. The product is COc1ccc2ncc(=O)n(CCN3CCC(N)CC3)c2c1.